This data is from the Open Reaction Database (ORD), a public repository of structured organic reaction records. The task is: describe an organic reaction: reactants, conditions, products, and yield Starting materials: Nc1ccc2c(c1)ncn2Cc1ccccc1, O=S(=O)(O)C1=NCCN1. Yields the product c1ccc(Cn2cnc3cc(NC4=NCCN4)ccc32)cc1. RXN SMILES: [CH2:1]([c:2]1[cH:3][cH:4][cH:5][cH:6][cH:7]1)[n:8]1[cH:9][n:10][c:11]2[c:12]1[cH:13][cH:14][c:15]([NH2:17])[cH:16]2.[NH:18]1[C:19]([S:23]([OH:24])(=[O:25])=[O:26])=[N:20][CH2:21][CH2:22]1>>[CH2:1]([c:2]1[cH:3][cH:4][cH:5][cH:6][cH:7]1)[n:8]1[cH:9][n:10][c:11]2[c:12]1[cH:13][cH:14][c:15]([NH:17][C:19]1=[N:18][CH2:22][CH2:21][NH:20]1)[cH:16]2. Reactants: C(C)(C)(C)OC(=O)N[C@H]1CCC=2N(C3=CC=C(C=C3C2C1)F)CC(=O)OCC ((S)-ethyl 2-(3-((tert-butoxycarbonyl)amino)-6-fluoro-3,4-dihydro-1H-carbazol-9(2H)-yl)acetate), Cl (HCl), O1CCOCC1 (dioxane). Conditions: temperature 0 celsius, time 2 hour. Yields the product Cl.N[C@H]1CCC=2N(C3=CC=C(C=C3C2C1)F)CC(=O)OCC ((S)-ethyl 2-(3-amino-6-fluoro-3,4-dihydro-1H-carbazol-9(2H)-yl)acetate hydrochloride). Reaction SMILES: C(OC([NH:8][C@@H:9]1[CH2:21][C:20]2[C:19]3[C:14](=[CH:15][CH:16]=[C:17]([F:22])[CH:18]=3)[N:13]([CH2:23][C:24]([O:26][CH2:27][CH3:28])=[O:25])[C:12]=2[CH2:11][CH2:10]1)=O)(C)(C)C.[ClH:29].O1CCOCC1>C(Cl)Cl>[ClH:29].[NH2:8][C@@H:9]1[CH2:21][C:20]2[C:19]3[C:14](=[CH:15][CH:16]=[C:17]([F:22])[CH:18]=3)[N:13]([CH2:23][C:24]([O:26][CH2:27][CH3:28])=[O:25])[C:12]=2[CH2:11][CH2:10]1 |f:4.5|. Solvent: C(Cl)Cl (DCM). Procedure details: To a cold (0° C.) solution of (S)-ethyl 2-(3-((tert-butoxycarbonyl)amino)-6-fluoro-3,4-dihydro-1H-carbazol-9(2H)-yl)acetate (8.2 g, 0.021 mol) in dry DCM (50 ml) was added dropwise 4N HCl in dioxane (52.5 ml, 0.21 mol). The resulting reaction mixture was stirred at 0° C. for 2 h and then at rt for 5 h. The reaction mixture was concentrated in vacuo and the resulting solid was dissolved in EtOH (70 ml) and was added at 0° C. 3N HCl in EA (7 ml). The reaction mixture was stirred at reflux overnigh... The reactants are CCOC(=O)C(C)(C)Oc1cccc(CN)c1, O=C(O)c1cnc(-c2ccc(C(F)(F)F)cc2)nc1C1CC1. Product: CCOC(=O)C(C)(C)Oc1cccc(CNC(=O)c2cnc(-c3ccc(C(F)(F)F)cc3)nc2C2CC2)c1. RXN SMILES: [CH2:1]([CH3:2])[O:3][C:4]([C:5]([CH3:6])([CH3:7])[O:8][c:9]1[cH:10][c:11]([CH2:15][NH2:16])[cH:12][cH:13][cH:14]1)=[O:17].[CH:18]1([c:21]2[n:22][c:23](-[c:30]3[cH:31][cH:32][c:33]([C:36]([F:37])([F:38])[F:39])[cH:34][cH:35]3)[n:24][cH:25][c:26]2[C:27](=[O:28])[OH:29])[CH2:19][CH2:20]1>>[CH2:1]([CH3:2])[O:3][C:4]([C:5]([CH3:6])([CH3:7])[O:8][c:9]1[cH:10][c:11]([CH2:15][NH:16][C:27]([c:26]2[c:21]([CH:18]3[CH2:19][CH2:20]3)[n:22][c:23](-[c:30]3[cH:31][cH:32][c:33]([C:36]([F:37])([F:38])[F:39])[cH:34][cH:35]3)[n:24][cH:25]2)=[O:28])[cH:12][cH:13][cH:14]1)=[O:17]. The reactants are O (water), FC1=CC=C(C=C1)O (4-fluorophenol), ClC1=CC=C(C=N1)C(=O)OC (methyl 6-chloropyridine-3-carboxylate), C([O-])([O-])=O.[Cs+].[Cs+] (cesium carbonate). Run in CS(=O)C (DMSO). Conditions: temperature 130 celsius, time 1.5 hour. Yields the product FC1=CC=C(C=C1)OC1=CC=C(C=N1)C(=O)O (6-[(4-Fluorophenyl)oxy]-3-pyridinecarboxylic acid). Yield: 90.0%. RXN SMILES: [F:1][C:2]1[CH:7]=[CH:6][C:5]([OH:8])=[CH:4][CH:3]=1.Cl[C:10]1[N:15]=[CH:14][C:13]([C:16]([O:18]C)=[O:17])=[CH:12][CH:11]=1.C(=O)([O-])[O-].[Cs+].[Cs+].O>CS(C)=O>[F:1][C:2]1[CH:7]=[CH:6][C:5]([O:8][C:10]2[N:15]=[CH:14][C:13]([C:16]([OH:18])=[O:17])=[CH:12][CH:11]=2)=[CH:4][CH:3]=1 |f:2.3.4|. Reported procedure: A mixture of 4-fluorophenol (96.8 g), methyl 6-chloropyridine-3-carboxylate (30 g) and cesium carbonate (285.3 g) in DMSO (875 mL) was stirred and heated to 130° C. over a period of 1.75 h then cooled overnight. The reaction mixture was reheated to ˜150° C. over a period of 1.5 h, kept at this temperature for ˜1 h, then cooled to ˜40° C. and poured into water (4 L). The aqueous solution was extracted with ether (1.0 L) then adjusted to pH7-8 by addition of 2M HCl. The solution was extracted with... The reactants are [Br-], CCCC[N+](CCCC)(CCCC)CCCC, CC(O)COc1ccc(Oc2ccccc2)cc1, Cc1ccccc1, Clc1ccccn1, [H-], [Na+]. Yields the product CC(COc1ccc(Oc2ccccc2)cc1)Oc1ccccn1. RXN SMILES: [Br-:28].[CH2:29]([N+:30]([CH2:31][CH2:32][CH2:33][CH3:34])([CH2:35][CH2:36][CH2:37][CH3:38])[CH2:39][CH2:40][CH2:41][CH3:42])[CH2:43][CH2:44][CH3:45].[CH3:10][CH:11]([CH2:12][O:13][c:14]1[cH:15][cH:16][c:17]([O:20][c:21]2[cH:22][cH:23][cH:24][cH:25][cH:26]2)[cH:18][cH:19]1)[OH:27].[CH3:46][c:47]1[cH:48][cH:49][cH:50][cH:51][cH:52]1.[Cl:3][c:4]1[cH:5][cH:6][cH:7][cH:8][n:9]1.[H-:1].[Na+:2]>>[c:4]1([O:27][CH:11]([CH3:10])[CH2:12][O:13][c:14]2[cH:15][cH:16][c:17]([O:20][c:21]3[cH:22][cH:23][cH:24][cH:25][cH:26]3)[cH:18][cH:19]2)[cH:5][cH:6][cH:7][cH:8][n:9]1. Reactants: Br, ClC(Cl)Cl, CC1(C2CCCC2)CCCC1=O, [Na+], O=S([O-])O. The product is CC1(C2CCCC2)CC=CC1=O. Reaction SMILES: [Br:13].[CH:19]([Cl:20])([Cl:21])[Cl:22].[CH:1]1([C:6]2([CH3:12])[C:7](=[O:11])[CH2:8][CH2:9][CH2:10]2)[CH2:2][CH2:3][CH2:4][CH2:5]1.[Na+:18].[S:14](=[O:15])([OH:16])[O-:17]>>[CH:1]1([C:6]2([CH3:12])[C:7](=[O:11])[CH:8]=[CH:9][CH2:10]2)[CH2:2][CH2:3][CH2:4][CH2:5]1. Starting materials: O (Water), C(C)OC(=O)C=1NC=C(C1)CC1CCCC1 (4-cyclopentylmethyl-1H-pyrrole-2-carboxylic acid ethyl ester), C([O-])([O-])=O.[Cs+].[Cs+] (cesium carbonate), BrCC1=C(C=C(C=C1)F)F (1-bromomethyl-2,4-difluorobenzene). The solvent is CN(C)C=O (DMF). Reaction conditions: time 18 hour. Yields the product C(C)OC(=O)C=1N(C=C(C1)CC1CCCC1)CC1=C(C=C(C=C1)F)F (4-cyclopentylmethyl-1-(2,4-difluorobenzyl)-1H-pyrrole-2-carboxylic acid ethyl ester). As a reaction SMILES: [CH2:1]([O:3][C:4]([C:6]1[NH:7][CH:8]=[C:9]([CH2:11][CH:12]2[CH2:16][CH2:15][CH2:14][CH2:13]2)[CH:10]=1)=[O:5])[CH3:2].C(=O)([O-])[O-].[Cs+].[Cs+].Br[CH2:24][C:25]1[CH:30]=[CH:29][C:28]([F:31])=[CH:27][C:26]=1[F:32].O>CN(C=O)C>[CH2:1]([O:3][C:4]([C:6]1[N:7]([CH2:24][C:25]2[CH:30]=[CH:29][C:28]([F:31])=[CH:27][C:26]=2[F:32])[CH:8]=[C:9]([CH2:11][CH:12]2[CH2:16][CH2:15][CH2:14][CH2:13]2)[CH:10]=1)=[O:5])[CH3:2] |f:1.2.3|. Procedure: A mixture of 4-cyclopentylmethyl-1H-pyrrole-2-carboxylic acid ethyl ester (A1-II) and cesium carbonate were stirred in dry DMF for 10 minutes at 40-50° C. To it 1-bromomethyl-2,4-difluorobenzene was added and the reaction was stirred for 18 hrs. at 50° C. Water was added to the reaction and extracted with ethyl acetate. The organic layer was washed with brine and dried over anhydrous sodium sulfate. The solvent was evaporated to obtain 4-cyclopentylmethyl-1-(2,4-difluorobenzyl)-1H-pyrrole-2-carb...